Dataset: the Open Reaction Database (ORD), a public repository of structured organic reaction records. Task: describe an organic reaction: reactants, conditions, products, and yield Reactants: NC1=NC=2C(=CC=3C(C(N(C3C2)CCCCC)=O)(C)C)N1 (2-Amino-7,7-dimethyl-5-pentyl-5,7-dihydro-1H-imidazo[4,5-f]indol-6-one), C1(=CC=CC=C1)N=C=O (phenyl isocyanate). Run in CC(=O)C (acetone). Yields the product CC1(C(N(C=2C=C3C(=CC12)NC(=N3)NC(=O)NC3=CC=CC=C3)CCCCC)=O)C (1-(7,7-Dimethyl-6-oxo-5-pentyl-1,5,6,7-tetrahydro-imidazo[4,5-f]indol-2-yl)-3-phenyl-urea). Isolated yield 63.3%. Reaction SMILES: [NH2:1][C:2]1[NH:21][C:5]2=[CH:6][C:7]3[C:8]([CH3:20])([CH3:19])[C:9](=[O:18])[N:10]([CH2:13][CH2:14][CH2:15][CH2:16][CH3:17])[C:11]=3[CH:12]=[C:4]2[N:3]=1.[C:22]1([N:28]=[C:29]=[O:30])[CH:27]=[CH:26][CH:25]=[CH:24][CH:23]=1>CC(C)=O>[CH3:19][C:8]1([CH3:20])[C:7]2[CH:6]=[C:5]3[NH:21][C:2]([NH:1][C:29]([NH:28][C:22]4[CH:27]=[CH:26][CH:25]=[CH:24][CH:23]=4)=[O:30])=[N:3][C:4]3=[CH:12][C:11]=2[N:10]([CH2:13][CH2:14][CH2:15][CH2:16][CH3:17])[C:9]1=[O:18]. Reported procedure: A solution of D5 (172 mg) and phenyl isocyanate (72 mg; 0.6 mmol) in acetone (3 ml) is stirred at RT for 3 days. Acetone is evaporated and the residue is purified by flash chromatography on silica gel eluted with CH2Cl2/MeOH (20:1) to give the desired compound (154 mg).